Dataset: the Open Reaction Database (ORD), a public repository of structured organic reaction records. Task: describe an organic reaction: reactants, conditions, products, and yield Reactants: Cl (hydrochloric acid), ( A ), O (water), C([O-])([O-])=O.[Na+].[Na+] (sodium carbonate), ClC(=O)OC1=CC=C(C=C1)[N+](=O)[O-] (p-nitrophenyl chloroformate). Run in CC(=O)C (acetone). Reaction conditions: temperature 0 celsius, time 16 hour. Product: OC(CO)[C@@H]1CCNC(O1)=O (6-(S)-(1',2'-dihydroxyethyl)tetrahydro-1,3-oxazin-2-one). The yield is 55.0%. As a reaction SMILES: [C:1](=[O:4])([O-])[O-:2].[Na+].[Na+].ClC([O:10][C:11]1[CH:16]=C[C:14]([N+:17]([O-])=O)=[CH:13][CH:12]=1)=O.Cl.[OH2:21]>CC(C)=O>[OH:10][CH:11]([C@H:12]1[O:2][C:1](=[O:4])[NH:17][CH2:14][CH2:13]1)[CH2:16][OH:21] |f:0.1.2|. Reported procedure: The product from (A), (1 g.), was dissolved in water (20 ml.) and sodium carbonate (2 g.) and a solution of p-nitrophenyl chloroformate (3 g.) in acetone (10 ml.) were added with stirring at 0° C. The solution was kept at 3° C. for 16 hours, then acidified with 5N hydrochloric acid and washed several times with ethyl acetate. The aqueous solution was evaporated and the residue was extracted with ethanol and chromatographed on a column of silica eluting with a gradient of chloroform/ethanol to gi... Starting materials: [Na] (sodium), SCCCC(=O)O (4-mercaptobutyric acid), BrC1=NC(=CC=C1)Br (2,6-dibromopyridine). The solvent is CCO (EtOH). The product is BrC1=NC(=CC=C1)SCCCC(=O)O (4-(2-bromopyrid-6-ylthio)butyric acid). Isolated yield 85.8%. RXN SMILES: [Na].[SH:2][CH2:3][CH2:4][CH2:5][C:6]([OH:8])=[O:7].[Br:9][C:10]1[CH:15]=[CH:14][CH:13]=[C:12](Br)[N:11]=1>CCO>[Br:9][C:10]1[CH:15]=[CH:14][CH:13]=[C:12]([S:2][CH2:3][CH2:4][CH2:5][C:6]([OH:8])=[O:7])[N:11]=1 |^1:0|. Reported procedure: A mixture of sodium (1.84 g.), EtOH (100 ml.) and 4-mercaptobutyric acid (5.28 g.) was heated to reflux and then treated with 2,6-dibromopyridine (9.5 g.), and the mixture heated under reflux for 18 hours and then evaporated to dryness. The residue was partitioned between water and ether and the aqueous phase was acidified with HOAc and extracted with ether. The ether extract was dried and evaporated to dryness to give 4-(2-bromopyrid-6-ylthio)butyric acid (9.5 g.), m.p. 72°-74°. The reactants are BrCCCF (1-bromo-3-fluoropropane), COCC[C@H]1CN(CCN1)C1=NC2=C(NC=3SC(=NC13)C(F)(F)F)C=CC=C2 ((S)-10-[3-(2-methoxy-ethyl)-piperazin-1-yl]-2-trifluoromethyl-4H-3-thia-1,4,9-triaza-benzo[f]azulene), C([O-])([O-])=O.[K+].[K+] (potassium carbonate), [I-].[Na+] (sodium iodide), [Cl-].[Na+] (sodium chloride). The solvent is C(C)O (ethanol), O (water), C(C)(=O)OCC (ethyl acetate). Run at time 8 hour. Yields the product FCCCN1[C@H](CN(CC1)C1=NC2=C(NC=3SC(=NC13)C(F)(F)F)C=CC=C2)CCOC ((S)-10-[4-(3-Fluoro-propyl)-3-(2-methoxy-ethyl)-piperazin-1-yl]-2-trifluoromethyl-4H-3-thia-1,4,9-triaza-benzo[f]azulene). Reaction SMILES: Br[CH2:2][CH2:3][CH2:4][F:5].[CH3:6][O:7][CH2:8][CH2:9][C@@H:10]1[NH:15][CH2:14][CH2:13][N:12]([C:16]2[C:25]3[N:24]=[C:23]([C:26]([F:29])([F:28])[F:27])[S:22][C:21]=3[NH:20][C:19]3[CH:30]=[CH:31][CH:32]=[CH:33][C:18]=3[N:17]=2)[CH2:11]1.C(=O)([O-])[O-].[K+].[K+].[I-].[Na+].[Cl-].[Na+]>C(O)C.O.C(OCC)(=O)C>[F:5][CH2:4][CH2:3][CH2:2][N:15]1[CH2:14][CH2:13][N:12]([C:16]2[C:25]3[N:24]=[C:23]([C:26]([F:28])([F:29])[F:27])[S:22][C:21]=3[NH:20][C:19]3[CH:30]=[CH:31][CH:32]=[CH:33][C:18]=3[N:17]=2)[CH2:11][C@@H:10]1[CH2:9][CH2:8][O:7][CH3:6] |f:2.3.4,5.6,7.8|. Procedure: Add 1-bromo-3-fluoropropane (0.14 mL, 1.52 mmol) to a slurry of (S)-10-[3-(2-methoxy-ethyl)-piperazin-1-yl]-2-trifluoromethyl-4H-3-thia-1,4,9-triaza-benzo[f]azulene (0.52 g, 1.26 mmol), powdered potassium carbonate (0.87 g, 6.32 mmol), and sodium iodide (0.95 g, 6.32 mmol) in absolute ethanol (7.8 mL) and heat to reflux. After an overnight period, cool, add saturated aqueous sodium chloride and ethyl acetate, and add deionized water to dissolve precipitated salt that formed during the extraction... Starting materials: CS(=O)(=O)OCc1cccs1, O=Cc1cccc2[nH]ccc12. Product: O=Cc1cccc2c1ccn2Cc1cccs1. Reaction SMILES: [CH3:12][S:13]([O:14][CH2:17][c:18]1[s:19][cH:20][cH:21][cH:22]1)(=[O:15])=[O:16].[nH:1]1[cH:2][cH:3][c:4]2[c:5]([CH:10]=[O:11])[cH:6][cH:7][cH:8][c:9]12>>[n:1]1([CH2:17][c:18]2[s:19][cH:20][cH:21][cH:22]2)[cH:2][cH:3][c:4]2[c:5]([CH:10]=[O:11])[cH:6][cH:7][cH:8][c:9]12.